From a dataset of the Open Reaction Database (ORD), a public repository of structured organic reaction records. describe an organic reaction: reactants, conditions, products, and yield The reactants are COc1cc(OC)c(C23CC4CC(CC(C4)C2)C3)cc1C(=O)O, [Cl-]. Yields the product COc1cc(OC)c(C23CC4CC(CC(C4)C2)C3)cc1C(=O)Cl. As a reaction SMILES: [C:1]12([c:11]3[c:12]([O:22][CH3:23])[cH:13][c:14]([O:20][CH3:21])[c:15]([C:16](=[O:17])[OH:18])[cH:19]3)[CH2:2][CH:3]3[CH2:4][CH:5]([CH2:6][CH:7]([CH2:8]1)[CH2:9]3)[CH2:10]2.[Cl-:24]>>[C:1]12([c:11]3[c:12]([O:22][CH3:23])[cH:13][c:14]([O:20][CH3:21])[c:15]([C:16](=[O:17])[Cl:24])[cH:19]3)[CH2:2][CH:3]3[CH2:4][CH:5]([CH2:6][CH:7]([CH2:8]1)[CH2:9]3)[CH2:10]2. Starting materials: CCS(=O)(=O)CCN(C)c1ccc2cnc3c(ccn3COCC[Si](C)(C)C)n12, ClCCl, O=C(O)C(F)(F)F. Yields the product CCS(=O)(=O)CCN(C)c1ccc2cnc3[nH]ccc3n12. Reaction SMILES: [CH2:1]([CH3:2])[S:3](=[O:4])(=[O:5])[CH2:6][CH2:7][N:8]([c:9]1[cH:10][cH:11][c:12]2[cH:13][n:14][c:15]3[n:16]([CH2:21][O:22][CH2:23][CH2:24][Si:25]([CH3:26])([CH3:27])[CH3:28])[cH:17][cH:18][c:19]3[n:20]12)[CH3:29].[CH2:37]([Cl:38])[Cl:39].[F:30][C:31]([F:32])([F:33])[C:34]([OH:35])=[O:36]>>[CH2:1]([CH3:2])[S:3](=[O:4])(=[O:5])[CH2:6][CH2:7][N:8]([c:9]1[cH:10][cH:11][c:12]2[cH:13][n:14][c:15]3[nH:16][cH:17][cH:18][c:19]3[n:20]12)[CH3:29]. Starting materials: C(C1=CC=CC=C1)(C1=CC=CC=C1)(C1=CC=CC=C1)NC=1SC=C(N1)C(C(=O)OCC)=NOCCBr (ethyl 2-(2-tritylamino-4-thiazolyl)-2-(2-bromoethoxyimino)-acetate), [OH-].[Na+] (sodium hydroxide). Run in C(C)O (ethanol). Run at time 65 hour. Product: C(C1=CC=CC=C1)(C1=CC=CC=C1)(C1=CC=CC=C1)NC=1SC=C(N1)C(C(=O)[O-])=NOCCBr.[Na+] (sodium 2-(2-tritylamino-4-thiazolyl)-2-(2-bromoethoxyimino)-acetate). Reaction SMILES: [C:1]([NH:20][C:21]1[S:22][CH:23]=[C:24]([C:26](=[N:32][O:33][CH2:34][CH2:35][Br:36])[C:27]([O:29]CC)=[O:28])[N:25]=1)([C:14]1[CH:19]=[CH:18][CH:17]=[CH:16][CH:15]=1)([C:8]1[CH:13]=[CH:12][CH:11]=[CH:10][CH:9]=1)[C:2]1[CH:7]=[CH:6][CH:5]=[CH:4][CH:3]=1.[OH-].[Na+:38]>C(O)C>[C:1]([NH:20][C:21]1[S:22][CH:23]=[C:24]([C:26](=[N:32][O:33][CH2:34][CH2:35][Br:36])[C:27]([O-:29])=[O:28])[N:25]=1)([C:14]1[CH:19]=[CH:18][CH:17]=[CH:16][CH:15]=1)([C:8]1[CH:13]=[CH:12][CH:11]=[CH:10][CH:9]=1)[C:2]1[CH:7]=[CH:6][CH:5]=[CH:4][CH:3]=1.[Na+:38] |f:1.2,4.5|. Reported procedure: 28.2 g of ethyl 2-(2-tritylamino-4-thiazolyl)-2-(2-bromoethoxyimino)-acetate were added to a mixture of 6 g of sodium hydroxide pastilles in 280 ml of absolute ethanol and the mixture was stirred at room temperature for 65 hours and was vacuum filtered. The recovered product was washed with ethanol and dried under reduced pressure to obtain 29.2 g of the syn isomer of sodium 2-(2-tritylamino-4-thiazolyl)-2-(2-bromoethoxyimino)-acetate, solvated at 12%. Reactants: ClC1=NC=C(C(=O)OCC)C=C1I (Ethyl 6-chloro-5-iodonicotinate), FC(C(C)O)(F)F (1,1,1-trifluoro-2-propanol), C[Si](C)(C)[N-][Si](C)(C)C.[Na+] (sodium bis(trimethylsilyl)amide). The solvent is C1CCOC1 (THF). The product is IC=1C(=NC=C(C(=O)OCC)C1)OC(C(F)(F)F)C (Ethyl 5-iodo-6-(2,2,2-trifluoro-1-methylethoxy)nicotinate). Yield: 48.1%. Reaction SMILES: Cl[C:2]1[C:12]([I:13])=[CH:11][C:5]([C:6]([O:8][CH2:9][CH3:10])=[O:7])=[CH:4][N:3]=1.[F:14][C:15]([F:20])([F:19])[CH:16]([OH:18])[CH3:17].C[Si]([N-][Si](C)(C)C)(C)C.[Na+]>C1COCC1>[I:13][C:12]1[C:2]([O:18][CH:16]([CH3:17])[C:15]([F:20])([F:19])[F:14])=[N:3][CH:4]=[C:5]([CH:11]=1)[C:6]([O:8][CH2:9][CH3:10])=[O:7] |f:2.3|. Procedure details: To a solution of 120 mg (0.39 mmol) of ethyl 6-chloro-5-iodonicotinate (from Step A) and 52 μL (0.58 mmol) of 1,1,1-trifluoro-2-propanol in 5 mL of THF at rt was added 578 μL (0.58 mmol) of sodium bis(trimethylsilyl)amide (1.0 M in THF). After refluxing overnight, the reaction mixture was concentrated. Chromatography on a Biotage 40S cartridge using 1:49 v/v Et2O/hexanes as the eluant gave 73 mg of the title compound: 1H NMR (500 MHz, CDCl3) δ 1.39 (t, J=7.1, 3H), 1.55 (d, J=6.6, 3H), 4.38 (q, J... Reactants: C(C)OC(C=C1CCC2=CC=C(C=C12)OC)=O ((6-methoxy-indan-1-ylidene)-acetic acid ethyl ester). The reagents and catalysts are [Pd] (Pd/C). Run in CO (MeOH). Run at time 2 hour. The product is C(C)OC(CC1CCC2=CC=C(C=C12)OC)=O ((6-methoxy-indan-1-yl)-acetic acid ethyl ester). Isolated yield 87.7%. As a reaction SMILES: [CH2:1]([O:3][C:4](=[O:17])[CH:5]=[C:6]1[C:14]2[C:9](=[CH:10][CH:11]=[C:12]([O:15][CH3:16])[CH:13]=2)[CH2:8][CH2:7]1)[CH3:2]>CO.[Pd]>[CH2:1]([O:3][C:4](=[O:17])[CH2:5][CH:6]1[C:14]2[C:9](=[CH:10][CH:11]=[C:12]([O:15][CH3:16])[CH:13]=2)[CH2:8][CH2:7]1)[CH3:2]. Procedure details: (6-methoxy-indan-1-ylidene)-acetic acid ethyl ester (3.18 g, 14.5 mmol) was dissolved in MeOH (30 ml). A catalytic amount of 10% Pd/C was added and the reaction was stirred under an atmosphere of hydrogen (balloon) for 2 h. The reaction mixture was filtered through Celite to provide pure (6-methoxy-indan-1-yl)-acetic acid ethyl ester (2.98 g, 94%) as a clear oil. LCMS: 235.0 (M+1)+. The reactants are OC1=CC=C(C=C1)C(=O)C1=CC(=C(C=C1)Cl)Cl (3,4-Dichlorophenyl 4-hydroxyphenyl ketone), ClC1=CC=NC2=CC(=C(C=C12)OC)OC (4-Chloro-6,7-dimethoxyquinoline). The reagents and catalysts are CN(C1=CC=NC=C1)C (4-dimethylaminopyridine). Solvent: C=1(C(=CC=CC1)C)C (xylene). Run at time 3 hour. The product is COC=1C=C2C(=CC=NC2=CC1OC)OC1=CC=C(C=C1)C(=O)C1=CC(=C(C=C1)Cl)Cl ({4-[(6,7-Dimethoxy-4-quinolyl)oxy]phenyl}(3,4-dichlorophenyl)methanone). Yield: 30.9%. RXN SMILES: [OH:1][C:2]1[CH:7]=[CH:6][C:5]([C:8]([C:10]2[CH:15]=[CH:14][C:13]([Cl:16])=[C:12]([Cl:17])[CH:11]=2)=[O:9])=[CH:4][CH:3]=1.Cl[C:19]1[C:28]2[C:23](=[CH:24][C:25]([O:31][CH3:32])=[C:26]([O:29][CH3:30])[CH:27]=2)[N:22]=[CH:21][CH:20]=1>CN(C)C1C=CN=CC=1.C1(C)C(C)=CC=CC=1>[CH3:30][O:29][C:26]1[CH:27]=[C:28]2[C:23](=[CH:24][C:25]=1[O:31][CH3:32])[N:22]=[CH:21][CH:20]=[C:19]2[O:1][C:2]1[CH:3]=[CH:4][C:5]([C:8]([C:10]2[CH:15]=[CH:14][C:13]([Cl:16])=[C:12]([Cl:17])[CH:11]=2)=[O:9])=[CH:6][CH:7]=1. Procedure: Under argon, 3,4-dichlorophenyl 4-hydroxyphenyl ketone (154 mg) obtained in Example 121 and 4-dimethylaminopyridine (77 mg) were added to xylene (5 ml), and the admixture was stirred at room temperature for 3 hours. 4-Chloro-6,7-dimethoxyquinoline (129 mg) was added, and the admixture was refluxed with heat for 21 hours. The reaction mixture was partitioned between saturated aqueous sodium hydrogen carbonate and chloroform, the chloroform layer was then dried with anhydrous magnesium sulfate. Af... Starting materials: C(C)OC(CC(C1=C(C(=C(C(=C1)F)F)OC)F)=O)=O (ethyl-3-methoxy-2,4,5-trifluorobenzoylacetate), C(OCC)([O-])[O-] (ethyl orthoformate), C(C)(=O)OC(C)=O (acetic anhydride). Conditions: temperature 110 celsius, time 12 hour. The product is COC=1C(=C(C(=O)C(C(=O)OCC)=COCC)C=C(C1F)F)F (Ethyl 2-(3-methoxy-2,4,5-triflurobenzoyl)-3-ethoxyacrylate). Isolated yield 98.6%. As a reaction SMILES: [CH2:1]([O:3][C:4](=[O:19])[CH2:5][C:6](=[O:18])[C:7]1[CH:12]=[C:11]([F:13])[C:10]([F:14])=[C:9]([O:15][CH3:16])[C:8]=1[F:17])[CH3:2].[CH:20]([O-])([O-])[O:21][CH2:22][CH3:23].C(OC(=O)C)(=O)C>>[CH3:16][O:15][C:9]1[C:8]([F:17])=[C:7]([CH:12]=[C:11]([F:13])[C:10]=1[F:14])[C:6]([C:5](=[CH:20][O:21][CH2:22][CH3:23])[C:4]([O:3][CH2:1][CH3:2])=[O:19])=[O:18]. Reported procedure: A mixture of ethyl-3-methoxy-2,4,5-trifluorobenzoylacetate (500 mg, 1.8 mmol), ethyl orthoformate (0.45 mL, 2.72 mmol) and acetic anhydride (460 mg, 4.5 mmol, 2.5 eq) was stirred at 110° C. for 12 hours and the excess reagents were removed by distillation under high vacuum (0.1 mmHg) to give 590 mg of a yellow-orange oil. This material was used directly in the next step without further purification or characterization.